This data is from the Open Reaction Database (ORD), a public repository of structured organic reaction records. The task is: describe an organic reaction: reactants, conditions, products, and yield The reactants are Nc1ccccc1, O, CCCCOP(OCCCC)OCCCC, Oc1cccc2ccccc12. Yields the product c1ccc(Nc2cccc3ccccc23)cc1. Reaction SMILES: [NH2:12][c:13]1[cH:14][cH:15][cH:16][cH:17][cH:18]1.[OH2:35].[P:19]([O:20][CH2:21][CH2:22][CH2:23][CH3:24])([O:25][CH2:26][CH2:27][CH2:28][CH3:29])[O:30][CH2:31][CH2:32][CH2:33][CH3:34].[c:1]1([OH:11])[cH:2][cH:3][cH:4][c:5]2[cH:6][cH:7][cH:8][cH:9][c:10]12>>[c:1]1([NH:12][c:13]2[cH:14][cH:15][cH:16][cH:17][cH:18]2)[cH:2][cH:3][cH:4][c:5]2[cH:6][cH:7][cH:8][cH:9][c:10]12. Reactants: CSCOc1ccc2c(c1)CN(C(=O)OCc1ccccc1)CC2, ClCCl, O=S(=O)(Cl)Cl. Product: O=C(OCc1ccccc1)N1CCc2ccc(OCCl)cc2C1. Reaction SMILES: [CH2:1]([c:2]1[cH:3][cH:4][cH:5][cH:6][cH:7]1)[O:8][C:9](=[O:10])[N:11]1[CH2:12][c:13]2[cH:14][c:15]([O:21][CH2:22][S:23][CH3:24])[cH:16][cH:17][c:18]2[CH2:19][CH2:20]1.[CH2:30]([Cl:31])[Cl:32].[S:25]([Cl:26])(=[O:27])([Cl:28])=[O:29]>>[CH2:1]([c:2]1[cH:3][cH:4][cH:5][cH:6][cH:7]1)[O:8][C:9](=[O:10])[N:11]1[CH2:12][c:13]2[cH:14][c:15]([O:21][CH2:22][Cl:28])[cH:16][cH:17][c:18]2[CH2:19][CH2:20]1. The reactants are FC=1C=CC(=NC1)N1C=NC=2C=NC=CC21 (1-(5-Fluoropyridin-2-yl)-1H-imidazo[4,5-c]pyridine), BrC1=NC=C(C=C1)F (2-bromo-5-fluoropyridine). Yields the product N1=C(C=NC=C1)N1C=NC=2C=NC=CC21 (1-(Pyrazin-2-yl)-1H-imidazo[4,5-c]pyridine). RXN SMILES: F[C:2]1C=[CH:4][C:5]([N:8]2[C:16]3[CH:15]=[CH:14][N:13]=[CH:12][C:11]=3[N:10]=[CH:9]2)=[N:6][CH:7]=1.BrC1C=CC(F)=C[N:19]=1>>[N:6]1[CH:7]=[CH:2][N:19]=[CH:4][C:5]=1[N:8]1[C:16]2[CH:15]=[CH:14][N:13]=[CH:12][C:11]=2[N:10]=[CH:9]1. Procedure details: Intermediate 4 was prepared in a manner analogous to Intermediate 1, substituting 2-bromopyrazine for 2-bromo-5-fluoropyridine. MS (ESI): mass calculated for C10H7N5, 198.07; m/z found 199.1 [M+H]+. Starting materials: CC#N, CC1OCc2ncnc(O)c21, O=P(Cl)(Cl)Cl. Yields the product CC1OCc2ncnc(Cl)c21. Reaction SMILES: [CH3:17][C:18]#[N:19].[CH3:1][CH:2]1[O:3][CH2:4][c:5]2[n:6][cH:7][n:8][c:9]([OH:11])[c:10]21.[P:12]([Cl:13])([Cl:14])([Cl:15])=[O:16]>>[CH3:1][CH:2]1[O:3][CH2:4][c:5]2[n:6][cH:7][n:8][c:9]([Cl:14])[c:10]21. Starting materials: BrC=1C(=NC2=CC=C(C=C2N1)C(=O)OC)C1=CC=CC=C1 (methyl 3-bromo-2-phenylquinoxaline-6-carboxylate), [O-]P(=O)([O-])[O-].[K+].[K+].[K+] (K3PO4), COC1=CC=C(C=C1)B(O)O (4-methoxyphenylboronic acid), C1(CCCCC1)P(C1CCCCC1)C1CCCCC1 (PCy3). Reagents/catalysts: C=1C=CC(=CC1)/C=C/C(=O)/C=C/C2=CC=CC=C2.C=1C=CC(=CC1)/C=C/C(=O)/C=C/C2=CC=CC=C2.C=1C=CC(=CC1)/C=C/C(=O)/C=C/C2=CC=CC=C2.[Pd].[Pd] (Pd2(dba)3). The solvent is O1CCOCC1 (1,4-dioxane). Conditions: temperature 110 celsius, time 8 hour. Yields the product COC1=CC=C(C=C1)C=1C(=NC2=CC=C(C=C2N1)C(=O)OC)C1=CC=CC=C1 (Methyl 3-(4-methoxyphenyl)-2-phenylquinoxaline-6-carboxylate). RXN SMILES: Br[C:2]1[C:3]([C:16]2[CH:21]=[CH:20][CH:19]=[CH:18][CH:17]=2)=[N:4][C:5]2[C:10]([N:11]=1)=[CH:9][C:8]([C:12]([O:14][CH3:15])=[O:13])=[CH:7][CH:6]=2.[CH3:22][O:23][C:24]1[CH:29]=[CH:28][C:27](B(O)O)=[CH:26][CH:25]=1.C1(P(C2CCCCC2)C2CCCCC2)CCCCC1.[O-]P([O-])([O-])=O.[K+].[K+].[K+]>O1CCOCC1.C1C=CC(/C=C/C(/C=C/C2C=CC=CC=2)=O)=CC=1.C1C=CC(/C=C/C(/C=C/C2C=CC=CC=2)=O)=CC=1.C1C=CC(/C=C/C(/C=C/C2C=CC=CC=2)=O)=CC=1.[Pd].[Pd]>[CH3:22][O:23][C:24]1[CH:29]=[CH:28][C:27]([C:2]2[C:3]([C:16]3[CH:21]=[CH:20][CH:19]=[CH:18][CH:17]=3)=[N:4][C:5]3[C:10]([N:11]=2)=[CH:9][C:8]([C:12]([O:14][CH3:15])=[O:13])=[CH:7][CH:6]=3)=[CH:26][CH:25]=1 |f:3.4.5.6,8.9.10.11.12|. Procedure details: Into a 10-mL sealed tube purged and maintained with an inert atmosphere of nitrogen, was placed a solution of methyl 3-bromo-2-phenylquinoxaline-6-carboxylate (200 mg, 0.58 mmol, 1.00 equiv) in 1,4-dioxane (3 mL). To this was added 4-methoxyphenylboronic acid (133 mg, 0.88 mmol, 1.50 equiv). Addition of Pd2(dba)3 (32 mg, 0.03 mmol, 0.06 equiv) was next. This was followed by the addition of PCy3 (22 mg, 0.08 mmol, 0.14 equiv). To the mixture was added K3PO4 (330 mg, 1.56 mmol, 3.00 equiv). The re...